From a dataset of the Open Reaction Database (ORD), a public repository of structured organic reaction records. describe an organic reaction: reactants, conditions, products, and yield Reported procedure: In a mixed solvent prepared from 100 ml of water and 50 ml of acetone and containing 3.2 g of sodium hydroxide, 3.7 g of 2-aminoethanol was reacted with 12.5 g of trifluoromethanesulfonyl chloride at room temperature for 12 hours. The solvent was evaporated from the resultant reaction mixture by vacuum distillation. To the residue was added 50 ml of chloroform. The sodium chloride generated was removed by filtration. The resultant chloroform solution was distilled under vacuum to obtain 2-triflu... The reactants are FC(S(=O)(=O)Cl)(F)F (trifluoromethanesulfonyl chloride), [OH-].[Na+] (sodium hydroxide), NCCO (2-aminoethanol), O (water). Solvent: CC(=O)C (acetone). RXN SMILES: O.[OH-].[Na+].[NH2:4][CH2:5][CH2:6][OH:7].[F:8][C:9]([F:15])([F:14])[S:10](Cl)(=[O:12])=[O:11]>CC(C)=O>[F:8][C:9]([F:15])([F:14])[S:10]([NH:4][CH2:5][CH2:6][OH:7])(=[O:12])=[O:11] |f:1.2|. Product: FC(S(=O)(=O)NCCO)(F)F (2-trifluoromethanesulfonamidoethanol).